describe an organic reaction: reactants, conditions, products, and yield From a dataset of the Open Reaction Database (ORD), a public repository of structured organic reaction records. The reactants are CC(C)(CCO[Si](C)(C)C(C)(C)C)c1cc2cc([N+](=O)[O-])c(F)cc2[nH]1, O=C([O-])[O-], Cc1ccc(S(=O)(=O)OCC2COC(C)(C)O2)cc1, [Cs+], [Cs+], CN(C)C=O. Yields the product CC1(C)CCn2c1cc1cc([N+](=O)[O-])c(F)cc12. RXN SMILES: [C:1]([Si:2]([CH3:3])([CH3:4])[O:5][CH2:7][CH2:8][C:9]([CH3:10])([CH3:11])[c:12]1[nH:13][c:14]2[cH:15][c:16]([F:24])[c:17]([N+:21](=[O:22])[O-:23])[cH:18][c:19]2[cH:20]1)([CH3:6])([CH3:25])[CH3:26].[C:46](=[O:47])([O-:48])[O-:49].[CH3:27][c:28]1[cH:29][cH:30][c:31]([S:32]([O:33][CH2:34][CH:35]2[CH2:36][O:37][C:38]([CH3:39])([CH3:40])[O:41]2)(=[O:42])=[O:43])[cH:44][cH:45]1.[Cs+:50].[Cs+:51].[O:52]=[CH:53][N:54]([CH3:55])[CH3:56]>>[CH2:7]1[CH2:8][C:9]([CH3:10])([CH3:11])[c:12]2[n:13]1[c:14]1[cH:15][c:16]([F:24])[c:17]([N+:21](=[O:22])[O-:23])[cH:18][c:19]1[cH:20]2.